Dataset: the Open Reaction Database (ORD), a public repository of structured organic reaction records. Task: describe an organic reaction: reactants, conditions, products, and yield Reactants: FC1=CC2=C(N=C(C3=C(N2)SC2=C3C(=CC=C2)OC)N2CCN(CC2)C)C=C1 (8-fluoro-1-methoxy-12-(4-methylpiperazin-1-yl)-6H-[1]benzothieno[2,3-b][1,5]benzodiazepine), C(C)(S)S (ethanedithiol), [Cl-].[Al+3].[Cl-].[Cl-] (aluminium chloride). The solvent is ClCCl (dichloromethane). Product: FC1=CC2=C(N=C(C3=C(N2)SC2=C3C(=CC=C2)O)N2CCN(CC2)C)C=C1 (8-fluoro-1-hydroxy-12-(4-methylpiperazin-1-yl)-6H-[1]benzothieno[2,3-b][1,5]benzodiazepine). RXN SMILES: [F:1][C:2]1[CH:28]=[CH:27][C:5]2[N:6]=[C:7]([N:20]3[CH2:25][CH2:24][N:23]([CH3:26])[CH2:22][CH2:21]3)[C:8]3[C:13]4[C:14]([O:18]C)=[CH:15][CH:16]=[CH:17][C:12]=4[S:11][C:9]=3[NH:10][C:4]=2[CH:3]=1.C(S)(S)C.[Cl-].[Al+3].[Cl-].[Cl-]>ClCCl>[F:1][C:2]1[CH:28]=[CH:27][C:5]2[N:6]=[C:7]([N:20]3[CH2:21][CH2:22][N:23]([CH3:26])[CH2:24][CH2:25]3)[C:8]3[C:13]4[C:14]([OH:18])=[CH:15][CH:16]=[CH:17][C:12]=4[S:11][C:9]=3[NH:10][C:4]=2[CH:3]=1 |f:2.3.4.5|. Reported procedure: In the same manner as in Example 62 and using 8-fluoro-1-methoxy-12-(4-methylpiperazin-1-yl)-6H-[1]benzothieno[2,3-b][1,5]benzodiazepine, dichloromethane, ethanedithiol and aluminium chloride, 8-fluoro-1-hydroxy-12-(4-methylpiperazin-1-yl)-6H-[1]benzothieno[2,3-b][1,5]benzodiazepine is obtained. Starting materials: CC(C)C(CC=C(Br)Br)C(=O)O, CN(C)C=O, O=S(Cl)Cl, c1ccccc1. Product: CC(C)C(CC=C(Br)Br)C(=O)Cl. RXN SMILES: [Br:1][C:2](=[CH:3][CH2:4][CH:5]([C:6](=[O:7])[OH:8])[CH:9]([CH3:10])[CH3:11])[Br:12].[CH3:17][N:18]([CH3:19])[CH:20]=[O:21].[S:13]([Cl:14])([Cl:15])=[O:16].[cH:22]1[cH:23][cH:24][cH:25][cH:26][cH:27]1>>[Br:1][C:2](=[CH:3][CH2:4][CH:5]([C:6](=[O:7])[Cl:15])[CH:9]([CH3:10])[CH3:11])[Br:12]. The reactants are CC(C)c1nn(Cc2ccc(Br)cc2)c(=O)c(C(=O)NCC(=O)O)c1O, O=C([O-])[O-], C1COCCO1, COc1cc(B(O)O)ccn1, Cl, [K+], [K+], O, c1ccc(P(c2ccccc2)(c2ccccc2)[Pd](P(c2ccccc2)(c2ccccc2)c2ccccc2)(P(c2ccccc2)(c2ccccc2)c2ccccc2)P(c2ccccc2)(c2ccccc2)c2ccccc2)cc1. The product is COc1cc(-c2ccc(Cn3nc(C(C)C)c(O)c(C(=O)NCC(=O)O)c3=O)cc2)ccn1. RXN SMILES: [Br:1][c:2]1[cH:3][cH:4][c:5]([CH2:8][n:9]2[n:10][c:11]([CH:24]([CH3:25])[CH3:26])[c:12]([OH:23])[c:13]([C:16](=[O:17])[NH:18][CH2:19][C:20](=[O:21])[OH:22])[c:14]2=[O:15])[cH:6][cH:7]1.[C:38](=[O:39])([O-:40])[O-:41].[CH2:45]1[O:46][CH2:47][CH2:48][O:49][CH2:50]1.[CH3:27][O:28][c:29]1[n:30][cH:31][cH:32][c:33]([B:35]([OH:36])[OH:37])[cH:34]1.[ClH:44].[K+:42].[K+:43].[OH2:51].[cH:52]1[cH:53][cH:54][c:55]([P:56]([Pd:57]([P:58]([c:59]2[cH:60][cH:61][cH:62][cH:63][cH:64]2)([c:65]2[cH:66][cH:67][cH:68][cH:69][cH:70]2)[c:71]2[cH:72][cH:73][cH:74][cH:75][cH:76]2)([P:77]([c:78]2[cH:79][cH:80][cH:81][cH:82][cH:83]2)([c:84]2[cH:85][cH:86][cH:87][cH:88][cH:89]2)[c:90]2[cH:91][cH:92][cH:93][cH:94][cH:95]2)[P:96]([c:97]2[cH:98][cH:99][cH:100][cH:101][cH:102]2)([c:103]2[cH:104][cH:105][cH:106][cH:107][cH:108]2)[c:109]2[cH:110][cH:111][cH:112][cH:113][cH:114]2)([c:115]2[cH:116][cH:117][cH:118][cH:119][cH:120]2)[c:121]2[cH:122][cH:123][cH:124][cH:125][cH:126]2)[cH:127][cH:128]1>>[c:2]1(-[c:33]2[cH:32][cH:31][n:30][c:29]([O:28][CH3:27])[cH:34]2)[cH:3][cH:4][c:5]([CH2:8][n:9]2[n:10][c:11]([CH:24]([CH3:25])[CH3:26])[c:12]([OH:23])[c:13]([C:16](=[O:17])[NH:18][CH2:19][C:20](=[O:21])[OH:22])[c:14]2=[O:15])[cH:6][cH:7]1. The reactants are Br.BrC(C(=O)C1=CC(=CC=C1)C)C1=CC(=NC=C1)F (2-bromo-2-(2-fluoro-4-pyridyl)-1-(3-methylphenyl)ethanone hydrobromide), C1(=CC=CC=C1)CCC(=S)N (3-phenyl(thiopropionamide)), C(O)([O-])=O.[Na+] (sodium hydrogen carbonate). Solvent: CN(C=O)C (N,N-dimethylformamide). Yields the product C(C)C=1SC(=C(N1)C1=CC(=CC=C1)C)C1=CC(=NC=C1)F (2-ethyl-5-(2-fluoro-4-pyridyl)-4-(3-methylphenyl)-1,3-thiazole). The yield is 38.1%. RXN SMILES: Br.Br[CH:3]([C:13]1[CH:18]=[CH:17][N:16]=[C:15]([F:19])[CH:14]=1)[C:4]([C:6]1[CH:11]=[CH:10][CH:9]=[C:8]([CH3:12])[CH:7]=1)=O.C1([CH2:26][CH2:27][C:28]([NH2:30])=[S:29])C=CC=CC=1.C(=O)([O-])O.[Na+]>CN(C)C=O>[CH2:27]([C:28]1[S:29][C:3]([C:13]2[CH:18]=[CH:17][N:16]=[C:15]([F:19])[CH:14]=2)=[C:4]([C:6]2[CH:11]=[CH:10][CH:9]=[C:8]([CH3:12])[CH:7]=2)[N:30]=1)[CH3:26] |f:0.1,3.4|. Procedure details: A solution of 2-bromo-2-(2-fluoro-4-pyridyl)-1-(3-methylphenyl)ethanone hydrobromide (11 g, 29 mmol) and thiopropionamide (2.7 g, 30 mmol) in N,N-dimethylformamide (30 mL) was stirred for 14 hours at room temperature. Aqueous sodium hydrogen carbonate solution was added to the reaction mixture, and extracted with ethyl acetate. The extracts were washed with water, dried, then, the solvent was distilled off. The residue was purified by silica gel column chromatography (hexane-ethyl acetate=4:1) t... Reactants: [H-].[Al+3].[Li+].[H-].[H-].[H-] (lithium aluminum hydride), FC=1C=C(CC2(C=3N(CCC2)C(=NN3)C3=CC(=C(C=C3)C3=CN=C(O3)C)OC)C(=O)OCC)C=CC1F (ethyl 8-(3,4-difluorobenzyl)-3-[3-methoxy-4-(2-methyl-1,3-oxazol-5-yl)phenyl]-5,6,7,8-tetrahydro[1,2,4]triazolo[4,3-a]pyridine-8-carboxylate), O.O.O.O.O.O.O.O.O.O.S(=O)(=O)([O-])[O-].[Na+].[Na+] (sodium sulfate decahydrate). The solvent is C1CCOC1 (THF), C1CCOC1 (THF). Reaction conditions: time 10 minute. The product is FC=1C=C(CC2(C=3N(CCC2)C(=NN3)C3=CC(=C(C=C3)C3=CN=C(O3)C)OC)CO)C=CC1F ({8-(3,4-difluorobenzyl)-3-[3-methoxy-4-(2-methyl-1,3-oxazol-5-yl)phenyl]-5,6,7,8-tetrahydro[1,2,4]triazolo[4,3-a]pyridin-8-yl}methanol). Isolated yield 73.3%. RXN SMILES: [F:1][C:2]1[CH:3]=[C:4]([CH:34]=[CH:35][C:36]=1[F:37])[CH2:5][C:6]1([C:29](OCC)=[O:30])[CH2:11][CH2:10][CH2:9][N:8]2[C:12]([C:15]3[CH:20]=[CH:19][C:18]([C:21]4[O:25][C:24]([CH3:26])=[N:23][CH:22]=4)=[C:17]([O:27][CH3:28])[CH:16]=3)=[N:13][N:14]=[C:7]12.[H-].[Al+3].[Li+].[H-].[H-].[H-].O.O.O.O.O.O.O.O.O.O.S([O-])([O-])(=O)=O.[Na+].[Na+]>C1COCC1>[F:1][C:2]1[CH:3]=[C:4]([CH:34]=[CH:35][C:36]=1[F:37])[CH2:5][C:6]1([CH2:29][OH:30])[CH2:11][CH2:10][CH2:9][N:8]2[C:12]([C:15]3[CH:20]=[CH:19][C:18]([C:21]4[O:25][C:24]([CH3:26])=[N:23][CH:22]=4)=[C:17]([O:27][CH3:28])[CH:16]=3)=[N:13][N:14]=[C:7]12 |f:1.2.3.4.5.6,7.8.9.10.11.12.13.14.15.16.17.18.19|. Procedure details: A mixture of ethyl 8-(3,4-difluorobenzyl)-3-[3-methoxy-4-(2-methyl-1,3-oxazol-5-yl)phenyl]-5,6,7,8-tetrahydro[1,2,4]triazolo[4,3-a]pyridine-8-carboxylate (180 mg) in THF (2 mL) was added to a suspension of lithium aluminum hydride (53.7 mg) in THF (2 mL) under ice-cooling. The reaction mixture was stirred for 10 min under ice-cooling, and sodium sulfate decahydrate (500 mg) was added under ice-cooling. The reaction mixture was filtered, and the solvent was evaporated under reduced pressure. The ... Reactants: O=C(n1ccnc1)n1ccnc1, ClC(Cl)Cl, NCC=CCN1CCN(c2cccc(Cl)c2Cl)CC1, O=C(O)c1ccc(O)cc1, c1ccncc1. The product is O=C(NCC=CCN1CCN(c2cccc(Cl)c2Cl)CC1)c1ccc(O)cc1. As a reaction SMILES: [C:1]([n:2]1[cH:3][cH:4][n:5][cH:6]1)([n:7]1[cH:8][cH:9][n:10][cH:11]1)=[O:12].[CH:48]([Cl:49])([Cl:50])[Cl:51].[Cl:23][c:24]1[c:25]([N:31]2[CH2:32][CH2:33][N:34]([CH2:37][CH:38]=[CH:39][CH2:40][NH2:41])[CH2:35][CH2:36]2)[cH:26][cH:27][cH:28][c:29]1[Cl:30].[OH:13][c:14]1[cH:15][cH:16][c:17]([C:18](=[O:19])[OH:20])[cH:21][cH:22]1.[cH:42]1[cH:43][cH:44][n:45][cH:46][cH:47]1>>[OH:13][c:14]1[cH:15][cH:16][c:17]([C:18](=[O:20])[NH:41][CH2:40][CH:39]=[CH:38][CH2:37][N:34]2[CH2:33][CH2:32][N:31]([c:25]3[c:24]([Cl:23])[c:29]([Cl:30])[cH:28][cH:27][cH:26]3)[CH2:36][CH2:35]2)[cH:21][cH:22]1. The reactants are C(C)C1=CN=C(S1)N (5-ethylthiazol-2-amine), BrCC1OCCC1 (2-(bromomethyl)tetrahydrofuran). Product: C(C)C1=CN(C(S1)=N)CC1OCCC1 (5-ethyl-3-((tetrahydrofuran-2-yl)methyl)thiazol-2(3H)-imine). RXN SMILES: [CH2:1]([C:3]1[S:7][C:6]([NH2:8])=[N:5][CH:4]=1)[CH3:2].Br[CH2:10][CH:11]1[CH2:15][CH2:14][CH2:13][O:12]1>>[CH2:1]([C:3]1[S:7][C:6](=[NH:8])[N:5]([CH2:10][CH:11]2[CH2:15][CH2:14][CH2:13][O:12]2)[CH:4]=1)[CH3:2]. Procedure: A mixture of 5-ethylthiazol-2-amine and 2-(bromomethyl)tetrahydrofuran were processed using the method described in Example 2A to afford the title compound. MS (ESI) m/z 213 (M+H)+.